This data is from the Open Reaction Database (ORD), a public repository of structured organic reaction records. The task is: describe an organic reaction: reactants, conditions, products, and yield The reactants are C(C)(=O)OCCCC (butyl acetate), C(C)(=O)OCC=1CS[C@H]2N(C1C(=O)[O-])C([C@H]2NC(CC=2SC=CC2)=O)=O.[Na+] (sodium (6R,7R)-3-acetoxymethyl-7-(thien-2-ylacetamido)ceph-3-em-4-carboxylate), C(C)(=O)[O-].[K+] (potassium acetate). Solvent: O (water), industrial methylated spirit. Reaction conditions: time 42 hour. The product is OCC=1CS[C@H]2N(C1C(=O)O)C([C@H]2NC(CC=2SC=CC2)=O)=O ((6R,7R)-3-Hydroxymethyl-7-(thien-2-ylacetamido)ceph-3-em-4-carboxylic acid). The yield is 84.7%. RXN SMILES: C([O:4][CH2:5][C:6]1[CH2:7][S:8][C@@H:9]2[C@H:16]([NH:17][C:18](=[O:25])[CH2:19][C:20]3[S:21][CH:22]=[CH:23][CH:24]=3)[C:15](=[O:26])[N:10]2[C:11]=1[C:12]([O-:14])=[O:13])(=O)C.[Na+].C(OCCCC)(=O)C.C([O-])(=O)C.[K+]>O>[OH:4][CH2:5][C:6]1[CH2:7][S:8][C@@H:9]2[C@H:16]([NH:17][C:18](=[O:25])[CH2:19][C:20]3[S:21][CH:22]=[CH:23][CH:24]=3)[C:15](=[O:26])[N:10]2[C:11]=1[C:12]([OH:14])=[O:13] |f:0.1,3.4|. Reported procedure: A solution of sodium (6R,7R)-3-acetoxymethyl-7-(thien-2-ylacetamido)ceph-3-em-4-carboxylate (4 g) in demineralised water (80 ml) was treated with a suspension of cells obtained by culture of Rhodosporidium toruloides CBS 14, in a similar manner to that described in Example 1. Deacetylation was shown by t.l.c. to be complete after 42 hours, whereupon the reaction mixture was centrifuged to remove solid matter and the resulting solution was vigorously mixed with butyl acetate (200 ml). The pH of t... Starting materials: [Li]CCCC, CCCCCC, CCC=O, Oc1cc2ccsc2c(Cl)c1Cl, C1CCOC1. Yields the product CCC(O)c1cc2cc(O)c(Cl)c(Cl)c2s1. RXN SMILES: [CH2:13]([Li:14])[CH2:15][CH2:16][CH3:17].[CH3:27][CH2:28][CH2:29][CH2:30][CH2:31][CH3:32].[CH:18]([CH2:19][CH3:20])=[O:21].[Cl:1][c:2]1[c:3]([OH:12])[cH:4][c:5]2[c:6]([s:7][cH:8][cH:9]2)[c:10]1[Cl:11].[O:22]1[CH2:23][CH2:24][CH2:25][CH2:26]1>>[Cl:1][c:2]1[c:3]([OH:12])[cH:4][c:5]2[c:6]([s:7][c:8]([CH:18]([CH2:19][CH3:20])[OH:21])[cH:9]2)[c:10]1[Cl:11]. The reactants are CCOC(=O)c1cccc2nc(C)c([N+](=O)[O-])n12, CO. Yields the product CCOC(=O)c1cccc2nc(C)c(N)n12. Reaction SMILES: [CH2:1]([CH3:2])[O:3][C:4](=[O:5])[c:6]1[cH:7][cH:8][cH:9][c:10]2[n:11]1[c:12]([N+:16]([O-:17])=[O:18])[c:13]([CH3:15])[n:14]2.[CH3:19][OH:20]>>[CH2:1]([CH3:2])[O:3][C:4](=[O:5])[c:6]1[cH:7][cH:8][cH:9][c:10]2[n:11]1[c:12]([NH2:16])[c:13]([CH3:15])[n:14]2. The reactants are ClC1=CC(=NC=C1F)C (4-Chloro-5-fluoro-2-picoline), ClC1=CC(=NC=C1F)C (4-Chloro-5-fluoro-2-picoline), BrBr (bromine), S(O)(O)(=O)=O (sulfuric acid). Yields the product BrC=1C(=NC=C(C1Cl)F)C (3-Bromo-4-chloro-5-fluoro-2-picoline). Reaction SMILES: [Cl:1][C:2]1[C:7]([F:8])=[CH:6][N:5]=[C:4]([CH3:9])[CH:3]=1.[Br:10]Br.S(=O)(=O)(O)O>>[Br:10][C:3]1[C:4]([CH3:9])=[N:5][CH:6]=[C:7]([F:8])[C:2]=1[Cl:1]. Procedure details: 4-Chloro-5-fluoro-2-picoline, the product of Example 66, is treated with bromine in fuming sulfuric acid containing 65% sulfur trioxide for 7 hours at 80° C. as described by L. van der Does and H. J. Hertog in Rec Trav Chim 81: 864 (1965) to afford the title compound. The reactants are NC1=C2N=CN(C2=NC(=N1)SC1=CC=C(C=C1)C)CC1=CC=CC=C1 (6-Amino-9-benzyl-2-(p-tolylthio)purine), BrBr (bromine), S(=S)(=O)([O-])[O-].[Na+].[Na+] (sodium thiosulfate). The solvent is C(Cl)Cl (methylene chloride). Run at time 4 hour. Product: NC1=C2N=C(N(C2=NC(=N1)SC1=CC=C(C=C1)C)CC1=CC=CC=C1)Br (6-Amino-9-benzyl-8-bromo-2-(p-tolylthio)purine). The yield is 19.0%. As a reaction SMILES: [NH2:1][C:2]1[N:10]=[C:9]([S:11][C:12]2[CH:17]=[CH:16][C:15]([CH3:18])=[CH:14][CH:13]=2)[N:8]=[C:7]2[C:3]=1[N:4]=[CH:5][N:6]2[CH2:19][C:20]1[CH:25]=[CH:24][CH:23]=[CH:22][CH:21]=1.[Br:26]Br.S([O-])([O-])(=O)=S.[Na+].[Na+]>C(Cl)Cl>[NH2:1][C:2]1[N:10]=[C:9]([S:11][C:12]2[CH:13]=[CH:14][C:15]([CH3:18])=[CH:16][CH:17]=2)[N:8]=[C:7]2[C:3]=1[N:4]=[C:5]([Br:26])[N:6]2[CH2:19][C:20]1[CH:21]=[CH:22][CH:23]=[CH:24][CH:25]=1 |f:2.3.4|. Procedure details: 6-Amino-9-benzyl-2-(p-tolylthio)purine (86 mg, 0.37 mmol) and bromine (0.4 ml) were dissolved in 120 ml of methylene chloride and the solution was stirred at room temperature for 4 hours. Aqueous sodium thiosulfate was added to the reaction mixture. The organic layer was separated, dried on magnesium sulfate and filtered. The solvent in the filtrate was evaporated in vacuo. The residue was purified with silica gel chromatography (0.5% methanol/chloroform) to give the subject compound (20 mg, yie... Reactants: C[O-].[Na+] (sodium methoxide), CC1(OC2=C(O1)C=C(C(=C2)NC(=O)C)[N+](=O)[O-])C (2,2-dimethyl-5-acetamino-6-nitro-1,3-benzodioxole). The solvent is CO (methanol). Yields the product CC1(OC2=C(O1)C=C(C(=C2)N)[N+](=O)[O-])C (2,2-dimethyl-5-amino-6-nitro-1,3-benzodioxole). The yield is 92.7%. RXN SMILES: [CH3:1][C:2]1([CH3:18])[O:6][C:5]2[CH:7]=[C:8]([N+:15]([O-:17])=[O:16])[C:9]([NH:11]C(C)=O)=[CH:10][C:4]=2[O:3]1.C[O-].[Na+]>CO>[CH3:1][C:2]1([CH3:18])[O:6][C:5]2[CH:7]=[C:8]([N+:15]([O-:17])=[O:16])[C:9]([NH2:11])=[CH:10][C:4]=2[O:3]1 |f:1.2|. Reported procedure: 22.0 g of 2,2-dimethyl-5-acetamino-6-nitro-1,3-benzodioxole were boiled under reflux for 1 hour in 1.1 of methanol containing 2.2 g of sodium methoxide (10% by weight). After evaporating the solution, the residue was dissolved in methylene chloride, filtered first through Decalit and then through silicon dioxide evaporated and crystallized from isopropanol. There were obtained 17.0 g (92.8% of theory) of 2,2-dimethyl-5-amino-6-nitro-1,3-benzodioxole of melting point 128°-129° C.